From a dataset of the Open Reaction Database (ORD), a public repository of structured organic reaction records. describe an organic reaction: reactants, conditions, products, and yield Starting materials: CuBr, Br (HBr), [OH-].[Na+] (NaOH), CC1OCCN(C1)C1=CC=C(N)C=C1 (4-(2-methylmorpholino)aniline), N(=O)[O-].[Na+] (NaNO2), Br (HBr). Solvent: O (water), O (water), O (water). Run at temperature 60 celsius, time 30 minute. Product: BrC1=CC=C(C=C1)N1CC(OCC1)C (4-(4-bromophenyl)-2-methylmorpholine). Reaction SMILES: [CH3:1][CH:2]1[CH2:7][N:6]([C:8]2[CH:14]=[CH:13][C:11](N)=[CH:10][CH:9]=2)[CH2:5][CH2:4][O:3]1.N([O-])=O.[Na+].[OH-].[Na+].[BrH:21]>O>[Br:21][C:11]1[CH:13]=[CH:14][C:8]([N:6]2[CH2:5][CH2:4][O:3][CH:2]([CH3:1])[CH2:7]2)=[CH:9][CH:10]=1 |f:1.2,3.4|. Procedure details: To a solution of 4-(2-methylmorpholino)aniline (7.21 g, 37.5 mmol) in 100 mL HBr in water (40%), a solution of NaNO2 (2.59 g, 37.5 mmol) in 15 mL water was added slowly at −10° C.˜0° C. The mixture was stirred for 30 minutes and was added dropwise to a solution of CuBr (2.96 g, 20.6 mmol) in 30 mL HBr in water (40%). The resulting mixture was stirred and heated at 60° C. for 2 hours. Then the reaction solution was adjusted by 2N NaOH solution to pH>7. Extracted by EA, the combined organic phase ... The reactants are CC(=O)O, CCO, ClC(Cl)Cl, C=[N+]=[N-], CC(C(=O)O)c1ccc2c(c1)Sc1ncccc1CC2=O, O. Product: COC(=O)C(C)c1ccc2c(c1)Sc1ncccc1CC2=O. Reaction SMILES: [CH3:25][C:26](=[O:27])[OH:28].[CH3:33][CH2:34][OH:35].[CH:29]([Cl:30])([Cl:31])[Cl:32].[N+:22](=[N-:23])=[CH2:24].[O:1]=[C:2]1[c:3]2[c:4]([cH:13][c:14]([CH:17]([C:18](=[O:19])[OH:20])[CH3:21])[cH:15][cH:16]2)[S:5][c:6]2[c:7]([cH:9][cH:10][cH:11][n:12]2)[CH2:8]1.[OH2:36]>>[O:1]=[C:2]1[c:3]2[c:4]([cH:13][c:14]([CH:17]([C:18](=[O:19])[O:20][CH3:24])[CH3:21])[cH:15][cH:16]2)[S:5][c:6]2[c:7]([cH:9][cH:10][cH:11][n:12]2)[CH2:8]1.